Dataset: the Open Reaction Database (ORD), a public repository of structured organic reaction records. Task: describe an organic reaction: reactants, conditions, products, and yield Starting materials: C=O, c1ccc2c(c1)CCNC2, CC(=O)O, [Na+], [OH-], O, c1cnc2[nH]ccc2c1. Product: c1ccc2c(c1)CCN(Cc1c[nH]c3ncccc13)C2. As a reaction SMILES: [CH2:11]=[O:12].[CH2:1]1[NH:2][CH2:3][CH2:4][c:5]2[cH:6][cH:7][cH:8][cH:9][c:10]21.[CH3:24][C:25](=[O:26])[OH:27].[Na+:23].[OH-:22].[OH2:28].[nH:13]1[cH:14][cH:15][c:16]2[c:17]1[n:18][cH:19][cH:20][cH:21]2>>[CH2:1]1[N:2]([CH2:11][c:15]2[cH:14][nH:13][c:17]3[c:16]2[cH:21][cH:20][cH:19][n:18]3)[CH2:3][CH2:4][c:5]2[cH:6][cH:7][cH:8][cH:9][c:10]21. Reactants: CN(C(=N)N(C)C)C (1,1,3,3-Tetramethylguanidine), COC(C(NC(C1=C(C=C(C=C1)C(\C=C\C1=CC(=CC=C1)O)O)Cl)=O)P(=O)(OC)OC)=O (rac.-(E)-N-[2-chloro-4-[1-hydroxy-3-(3-hydroxyphenyl)prop-2-en-1-yl]benzoyl]-2-(dimethoxyphosphinyl)glycine methyl ester), CC=1SC(=C(N1)C)C=O (2,4-dimethylthiazole-5-carboxaldehyde). Solvent: O1CCCC1 (tetrahydrofuran). Run at time 10 minute. Product: COC(/C(=C/C1=C(N=C(S1)C)C)/NC(C1=C(C=C(C=C1)C(\C=C\C1=CC(=CC=C1)O)O)Cl)=O)=O (rac.-(Z)-2-[[2-chloro-4-[(E)-1-hydroxy-3-(3-hydroxyphenyl)prop-2-en-1-yl]benzoyl]amino]-3-(2,4-dimethylthiazol-5-yl)propenoic acid methyl ester). Yield: 84.3%. As a reaction SMILES: CN(C)C(N(C)C)=N.[CH3:9][O:10][C:11](=[O:40])[CH:12](P(OC)(OC)=O)[NH:13][C:14](=[O:33])[C:15]1[CH:20]=[CH:19][C:18]([CH:21]([OH:31])/[CH:22]=[CH:23]/[C:24]2[CH:29]=[CH:28][CH:27]=[C:26]([OH:30])[CH:25]=2)=[CH:17][C:16]=1[Cl:32].[CH3:41][C:42]1[S:43][C:44]([CH:48]=O)=[C:45]([CH3:47])[N:46]=1>O1CCCC1>[CH3:9][O:10][C:11](=[O:40])/[C:12](/[NH:13][C:14](=[O:33])[C:15]1[CH:20]=[CH:19][C:18]([CH:21]([OH:31])/[CH:22]=[CH:23]/[C:24]2[CH:29]=[CH:28][CH:27]=[C:26]([OH:30])[CH:25]=2)=[CH:17][C:16]=1[Cl:32])=[CH:48]/[C:44]1[S:43][C:42]([CH3:41])=[N:46][C:45]=1[CH3:47]. Procedure details: 1,1,3,3-Tetramethylguanidine (60 μL, 0.48 mmol) was added to a solution of rac.-(E)-N-[2-chloro-4-[1-hydroxy-3-(3-hydroxyphenyl)prop-2-en-1-yl]benzoyl]-2-(dimethoxyphosphinyl)glycine methyl ester (Example 135; 116 mg, 0.24 mmol) in tetrahydrofuran (5 mL) at −20° C. After 10 min, 2,4-dimethylthiazole-5-carboxaldehyde (Example 43; 36 mg, 0.255 mmol) was added and the solution was stirred at room temperature for 16 h. The solvent was evaporated and ethyl acetate (10 mL) was added. The solution was ... The reactants are FCC(C(F)(F)F)(C(C(C)(F)F)(F)F)O (2-fluoromethyl-1,1,1,3,3,4,4-heptafluoro-2-pentanol), CC(C(CC)=O)=O (2,3-pentanedione). Product: FC(C)(C(CC)(F)F)F (2,2,3,3-tetrafluoropentane). Reaction SMILES: F[CH2:2][C:3](O)([C:8]([F:14])([F:13])[C:9]([F:12])([F:11])[CH3:10])C(F)(F)F.CC(=O)C(=O)CC>>[F:11][C:9]([F:12])([C:8]([F:14])([F:13])[CH2:3][CH3:2])[CH3:10]. Procedure details: As another example, 2-fluoromethyl-1,1,1,3,3,4,4-heptafluoro-2-pentanol may be prepared by fluorinating commercially available 2,3-pentanedione to form 2,2,3,3-tetrafluoropentane which may then be dehydrogenated to form 3,3,4,4-tetrafluoro-1-pentene. CF3 may then be added to the 3,3,4,4-tetrafluoro-1-pentene to form 2-trifluoromethyl-1,3,3,4,4-pentafluoropentane which may then be dehydrogenated to form 2-trifluoromethyl-1,3,3,4,4-pentafluoro-1-pentene. The 2-trifluoromethyl-1,3,3,4,4-pentafluoro... Starting materials: C([O-])([O-])=O.[K+].[K+] (Potassium carbonate), OC1=C(C=C2C(N(C=NC2=C1)COC(C(C)(C)C)=O)=O)OC (7-hydroxy-6-methoxy-3-pivaloyloxymethyl-3,4-dihydroquinazolin4-one), O1CCN(CC1)CCCCl (3-morpholinopropyl chloride). Solvent: CN(C=O)C (dimethylformamide). Conditions: temperature 100 celsius, time 6 hour. Product: COC=1C=C2C(N(C=NC2=CC1OCCCN1CCOCC1)COC(C(C)(C)C)=O)=O (6-methoxy-7-(3-morpholinopropoxy)-3-pivaloyloxymethyl-3,4-dihydroquinazolin-4-one). The yield is 65.4%. As a reaction SMILES: C(=O)([O-])[O-].[K+].[K+].[OH:7][C:8]1[CH:17]=[C:16]2[C:11]([C:12](=[O:26])[N:13]([CH2:18][O:19][C:20](=[O:25])[C:21]([CH3:24])([CH3:23])[CH3:22])[CH:14]=[N:15]2)=[CH:10][C:9]=1[O:27][CH3:28].[O:29]1[CH2:34][CH2:33][N:32]([CH2:35][CH2:36][CH2:37]Cl)[CH2:31][CH2:30]1>CN(C)C=O>[CH3:28][O:27][C:9]1[CH:10]=[C:11]2[C:16](=[CH:17][C:8]=1[O:7][CH2:37][CH2:36][CH2:35][N:32]1[CH2:33][CH2:34][O:29][CH2:30][CH2:31]1)[N:15]=[CH:14][N:13]([CH2:18][O:19][C:20](=[O:25])[C:21]([CH3:22])([CH3:23])[CH3:24])[C:12]2=[O:26] |f:0.1.2|. Procedure: Potassium carbonate (4.51 g) was added to 7-hydroxy-6-methoxy-3-pivaloyloxymethyl-3,4-dihydroquinazolin4-one (2.0 g) in dimethylformamide (50 ml) followed by 3-morpholinopropyl chloride (1.3 g) and the reaction was stirred at 100° C. for 6 hours. After cooling the solid was removed by filtration and the filtrate was evaporated and was purified by eluting through a silica column with 10% methanol in methylene chloride to yield 6-methoxy-7-(3-morpholinopropoxy)-3-pivaloyloxymethyl-3,4-dihydroquina... The reactants are 31,4-dianhydro-2-deoxy-3-C-[(1-hydroxy-1-methylethoxy)methyl]-5,7-bis-O-(phenylmethyl)-D-manno-heptitol, 31,4-dianhydro-2-deoxy-3-C-[( 1-hydroxy-1-methylethoxy)methyl]-D-manno-heptitol, 4,7-dianhydro-1,2,3-trideoxy-4-C-[(1-hydroxy-1-methylethoxy)methyl]-6,8-bis-O-(phenylmethyl)-D-manno-oct-1-enitol, [BH4-].[Na+] (sodium borohydride), 31,4-dianhydro-2-deoxy-3-C-[(1-hydroxy-1-methylethoxy)methyl]-D-manno-heptitol, P(OC1=CC=CC=C1)(OC1=CC=CC=C1)(=O)Cl (diphenyl phosphorochloridate), 1.7-bis-(diphenyl phosphate), OC[C@@]1(CC=C)[C@@H](O)[C@H](O)[C@H](O1)CO (4,7-anhydro-1,2,3-trideoxy-4-C-(hydroxymethyl)-D-manno-oct-1-enitol), S(O)(O)(=O)=O (sulfuric acid), Compound 59. Reagents/catalysts: [Pt]=O (platinum oxide), S(=O)(=O)([O-])[O-].[Cu+2] (copper sulfate), [Pd] (palladium on carbon). Run in CO (methanol), N1=CC=CC=C1 (pyridine), ClCCl (dichloromethane), C(C)O (ethanol), N1=CC=CC=C1 (pyridine), CO.C(C)(=O)O (methanol acetic acid), CC(=O)C (acetone). The product is OC[C@@]1(CCO)[C@@H](O)[C@H](O)[C@H](O1)CO (3,6-anhydro-2-deoxy-3-C-(hydroxymethyl)-D-manno-heptitol), 1,7-bis(dihydrogen phosphate). RXN SMILES: [OH:1][CH2:2][C@@:3]1([O:12][C@H:11]([CH2:13][OH:14])[C@@H:9]([OH:10])[C@@H:7]1[OH:8])[CH2:4][CH:5]=C.S(=O)(=O)(O)[OH:16].[BH4-].[Na+].P(Cl)(=O)(OC1C=CC=CC=1)OC1C=CC=CC=1>CC(C)=O.N1C=CC=CC=1.ClCCl.C(O)C.CO.C(O)(=O)C.[Pd].CO.S([O-])([O-])(=O)=O.[Cu+2].[Pt]=O>[OH:1][CH2:2][C@@:3]1([O:12][C@H:11]([CH2:13][OH:14])[C@@H:9]([OH:10])[C@@H:7]1[OH:8])[CH2:4][CH2:5][OH:16] |f:2.3,9.10,13.14|. Reported procedure: In accordance with Flowchart H, D-fructofuranose, pentabenzoate and allyltrimethylsilane are reacted in acetonitrile at reduced temperature, in the presence of borontrifluoride etherate, giving 4,7-anhydro-4-C-[(benzoyloxy)methyl]-1,2,3-trideoxy-D-arabino-oct-1-enitol, 5,6,8-tribenzoate 56, which is reacted with sodium methoxide in methanol, giving 4,7-anhydro-1,2,3-trideoxy-4-C-(hydroxymethyl)-D-manno-oct-1-enitol 57. Compound 57 is reacted with copper sulfate and sulfuric acid in acetone, then... The reactants are NC1=CC2=C(C3=CC=CC=C3N=C2C=C1)C1=C(C=CC(=C1)C)C (2-Amino-9-(2,5-dimethylphenyl)acridine), NC1=CC2=C(C3=CC=CC=C3N=C2C=C1)C1=C(C=CC(=C1)C)C (2-Amino-9-(2,5-dimethylphenyl)acridine), C(C1=CC=CC=C1)(=O)Cl (benzoyl chloride). Solvent: C(Cl)Cl (methylene chloride). Reaction conditions: time 8 hour. The product is C(C1=CC=CC=C1)(=O)NC1=CC2=C(C3=CC=CC=C3N=C2C=C1)C1=C(C=CC(=C1)C)C (2-benzoylamino-9-(2,5-dimethylphenyl)acridine). RXN SMILES: [NH2:1][C:2]1[CH:15]=[CH:14][C:13]2[C:4](=[C:5]([C:16]3[CH:21]=[C:20]([CH3:22])[CH:19]=[CH:18][C:17]=3[CH3:23])[C:6]3[C:11]([N:12]=2)=[CH:10][CH:9]=[CH:8][CH:7]=3)[CH:3]=1.[C:24](Cl)(=[O:31])[C:25]1[CH:30]=[CH:29][CH:28]=[CH:27][CH:26]=1>C(Cl)Cl>[C:24]([NH:1][C:2]1[CH:15]=[CH:14][C:13]2[C:4](=[C:5]([C:16]3[CH:21]=[C:20]([CH3:22])[CH:19]=[CH:18][C:17]=3[CH3:23])[C:6]3[C:11]([N:12]=2)=[CH:10][CH:9]=[CH:8][CH:7]=3)[CH:3]=1)(=[O:31])[C:25]1[CH:30]=[CH:29][CH:28]=[CH:27][CH:26]=1. Reported procedure: 2.98 pbw of 2-amino-9-(2,5-dimethylphenyl)acridine (compound 1d) were dissolved in 75 pbv of methylene chloride at 23° C. and 2.1 pbw of benzoyl chloride were gradually added while stirring. The temperature rose to 27°-28° C. during this process. The solution was stirred for 4 hours and, after standing overnight, extracted by shaking with sodium hydroxide solution, and the organic phase was distilled off after drying over anhydrous sodium sulfate. Yield: 3.96 pbw (98% of theory), yellowish green... RXN SMILES: [Br:1][c:2]1[cH:3][cH:4][c:5]([N:7]2[C:8](=[O:19])[O:9][C:10]3([CH2:11][N:12]4[CH2:13][CH2:14][CH:15]3[CH2:16][CH2:17]4)[CH2:18]2)[o:6]1.[OH:20][B:21]([OH:22])[c:23]1[cH:24][cH:25][cH:26][cH:27][cH:28]1>>[c:2]1(-[c:23]2[cH:24][cH:25][cH:26][cH:27][cH:28]2)[cH:3][cH:4][c:5]([N:7]2[C:8](=[O:19])[O:9][C:10]3([CH2:11][N:12]4[CH2:13][CH2:14][CH:15]3[CH2:16][CH2:17]4)[CH2:18]2)[o:6]1. The product is O=C1OC2(CN3CCC2CC3)CN1c1ccc(-c2ccccc2)o1. The reactants are O=C1OC2(CN3CCC2CC3)CN1c1ccc(Br)o1, OB(O)c1ccccc1.